describe an organic reaction: reactants, conditions, products, and yield From a dataset of the Open Reaction Database (ORD), a public repository of structured organic reaction records. The reactants are OC1=C(C(=O)N)C=CC=C1 (2-Hydroxybenzamide), C(C1=CC=CC=C1)=O (benzaldehyde). Yields the product C1(=CC=CC=C1)C1OC2=C(C(N1)=O)C=CC=C2 (2-Phenyl-3,4-dihydro-1,3-benzoxazine-4-one). As a reaction SMILES: [OH:1][C:2]1[CH:10]=[CH:9][CH:8]=[CH:7][C:3]=1[C:4]([NH2:6])=[O:5].[CH:11](=O)[C:12]1[CH:17]=[CH:16][CH:15]=[CH:14][CH:13]=1>>[C:12]1([CH:11]2[NH:6][C:4](=[O:5])[C:3]3[CH:7]=[CH:8][CH:9]=[CH:10][C:2]=3[O:1]2)[CH:17]=[CH:16][CH:15]=[CH:14][CH:13]=1. Reported procedure: 2-Hydroxybenzamide was transformed by Method G (using benzaldehyde). M.p. 157-160° C. The reactants are CCOC(=O)c1cnc(CC)nc1O, CCOC(=O)c1cnc(C(C)(C)C)nc1O, CN(C)C=O, [H-], [Na+]. Yields the product CCOC(=O)c1cnc(C(C)(C)C)nc1OCC. As a reaction SMILES: [CH2:17]([CH3:18])[O:19][C:20]([c:21]1[c:22]([OH:23])[n:24][c:25]([CH2:26][CH3:27])[n:28][cH:29]1)=[O:30].[CH2:1]([CH3:2])[O:3][C:4](=[O:5])[c:6]1[c:7]([OH:16])[n:8][c:9]([C:12]([CH3:13])([CH3:14])[CH3:15])[n:10][cH:11]1.[CH3:33][N:34]([CH3:35])[CH:36]=[O:37].[H-:31].[Na+:32]>>[CH2:1]([CH3:2])[O:3][C:4](=[O:5])[c:6]1[c:7]([O:16][CH2:17][CH3:18])[n:8][c:9]([C:12]([CH3:13])([CH3:14])[CH3:15])[n:10][cH:11]1. Starting materials: COC1=C(C=C(C=C1)C(F)(F)F)C(C)=O (2′-methoxy-5′-trifluoromethyl-acetophenone), solution, B(Cl)(Cl)Cl (boron trichloride). Solvent: ClCCl (dichloromethane), ClCCl (dichloromethane). Product: OC1=C(C=C(C=C1)C(F)(F)F)C(C)=O (2′-hydroxy-5′-trifluoromethyl-acetophenone). As a reaction SMILES: C[O:2][C:3]1[CH:8]=[CH:7][C:6]([C:9]([F:12])([F:11])[F:10])=[CH:5][C:4]=1[C:13](=[O:15])[CH3:14].B(Cl)(Cl)Cl>ClCCl>[OH:2][C:3]1[CH:8]=[CH:7][C:6]([C:9]([F:10])([F:11])[F:12])=[CH:5][C:4]=1[C:13](=[O:15])[CH3:14]. Reported procedure: 2′-hydroxy-5′-trifluoromethyl-acetophenone was prepared using the following process (JACS, 2004, 126(3), 712-713). To a cooled solution of 2′-methoxy-5′-trifluoromethyl-acetophenone (650 mg, 2.98 mmol) at −78° C. in dry dichloromethane (40 ml) was slowly added a 1 M solution of boron trichloride in dichloromethane (7.5 ml, 7.5 mmol) keeping the internal temperature below −70° C. The brown-orange solution was slowly warmed up to room temperature within 2 hours. Reactants: BrC1=CN=C(S1)NC(N(C1CCC(CC1)C)C1CCCC1)=O (3-(5-Bromo-thiazol-2-yl)-1-cyclopentyl-1-(4-methyl-cyclohexyl)-urea), COC(CCS)=O (3-mercaptopropionic acid methyl ester). Product: COC(CCSC1=CN=C(S1)NC(=O)N(C1CCC(CC1)C)C1CCCC1)=O (3-{2-[3-Cyclopentyl-3-(4-methyl-cyclohexyl)-ureido]-thiazol-5-ylsulfanyl}-propionic acid methyl ester). As a reaction SMILES: Br[C:2]1[S:6][C:5]([NH:7][C:8](=[O:22])[N:9]([CH:17]2[CH2:21][CH2:20][CH2:19][CH2:18]2)[CH:10]2[CH2:15][CH2:14][CH:13]([CH3:16])[CH2:12][CH2:11]2)=[N:4][CH:3]=1.[CH3:23][O:24][C:25](=[O:29])[CH2:26][CH2:27][SH:28]>>[CH3:23][O:24][C:25](=[O:29])[CH2:26][CH2:27][S:28][C:2]1[S:6][C:5]([NH:7][C:8]([N:9]([CH:17]2[CH2:21][CH2:20][CH2:19][CH2:18]2)[CH:10]2[CH2:15][CH2:14][CH:13]([CH3:16])[CH2:12][CH2:11]2)=[O:22])=[N:4][CH:3]=1. Reported procedure: Prepared as described in general procedure (D) using 3-(5-bromo-thiazol-2-yl)-1-cyclopentyl-1-(4-methyl-cyclohexyl)-urea (Example 202) and 3-mercaptopropionic acid methyl ester. Starting materials: CCOC(=O)c1cc(OC(C)=O)c2ccn(C3CC3)c2c1, O=C([O-])[O-], Cc1ccccc1, CCCCCC, CCO, [K+], [K+]. Yields the product CCOC(=O)c1cc(O)c2ccn(C3CC3)c2c1. Reaction SMILES: [C:10](=[O:11])([CH3:12])[O:13][c:14]1[c:15]2[cH:16][cH:17][n:18]([CH:28]3[CH2:29][CH2:30]3)[c:19]2[cH:20][c:21]([C:23](=[O:24])[O:25][CH2:26][CH3:27])[cH:22]1.[C:1](=[O:2])([O-:3])[O-:4].[CH3:31][c:32]1[cH:33][cH:34][cH:35][cH:36][cH:37]1.[CH3:38][CH2:39][CH2:40][CH2:41][CH2:42][CH3:43].[CH3:7][CH2:8][OH:9].[K+:5].[K+:6]>>[OH:13][c:14]1[c:15]2[cH:16][cH:17][n:18]([CH:28]3[CH2:29][CH2:30]3)[c:19]2[cH:20][c:21]([C:23](=[O:24])[O:25][CH2:26][CH3:27])[cH:22]1. Reactants: Cl (hydrochloric acid), [OH-].[Na+] (sodium hydroxide), CN1CCCC2=CC=CC=C21 (kairoline), [OH-].[K+] (potassium hydroxide), sodium sulfonate, S(=O)=O (sulfur dioxide). Run in O (water). Reaction conditions: time 6 hour. Product: CN1CCCC2=CC=C(C=C12)S(=O)(=O)[O-].[Na+] (sodium 1-methyl-1,2,3,4-tetrahydro-quinoline-7-sulfonate). Reaction SMILES: [OH-:1].[Na+:2].[OH-].[K+].[CH3:5][N:6]1[C:15]2[C:10](=[CH:11][CH:12]=[CH:13][CH:14]=2)[CH2:9][CH2:8][CH2:7]1.Cl.[S:17](=[O:19])=[O:18]>O>[CH3:5][N:6]1[C:15]2[C:10](=[CH:11][CH:12]=[C:13]([S:17]([O-:1])(=[O:19])=[O:18])[CH:14]=2)[CH2:9][CH2:8][CH2:7]1.[Na+:2] |f:0.1,2.3,8.9|. Reported procedure: The bath temperature was brought to 260° and a mixture of sodium hydroxide 60 g. and potassium hydroxide 40 g. was allowed to fuse. The anhydrous sodium sulfonate 20 g. was added in portions and each was well stirred and wetted by the liquid alkali before the next addition. The light brown sludge slowly darkened, generally producing a spongy cap to the reaction mixture which had to be broken and pushed into the stirred melt. After six hours, all solid had disappeared to produce a dark liquid and... The reactants are [H-].[Na+] (Sodium hydride), S1C(SC=C1)=C1C(NCCC1=O)=O (3-(1,3-dithiol-2-ylidene)-2,4-dioxopiperidine), CI (methyl iodide). The solvent is CN(C=O)C (N,N-dimethylformamide), CN(C=O)C (N,N-dimethylformamide). Reaction conditions: time 10 minute. The product is CN1C(C(C(CC1)=O)=C1SC=CS1)=O (1-methyl-3-(1,3-dithiol-2-ylidene)-2,4-dioxopiperidine). The yield is 59.5%. Reaction SMILES: [H-].[Na+].[S:3]1[CH:7]=[CH:6][S:5][C:4]1=[C:8]1[C:13](=[O:14])[CH2:12][CH2:11][NH:10][C:9]1=[O:15].[CH3:16]I>CN(C)C=O>[CH3:16][N:10]1[CH2:11][CH2:12][C:13](=[O:14])[C:8](=[C:4]2[S:5][CH:6]=[CH:7][S:3]2)[C:9]1=[O:15] |f:0.1|. Procedure details: Sodium hydride (60% dispersion in oil) (226 mg) is suspended in N,N-dimethylformamide (10 ml), and to the suspension is added dropwise a solution of 3-(1,3-dithiol-2-ylidene)-2,4-dioxopiperidine (1.0 g) (which is prepared in Example 13) in N,N-dimethylformamide (100 ml) while cooling at 0° to 5° C. The mixture is stirred for 10 minutes at the same temperature, and to the mixture is added dropwise methyl iodide (861 mg), and the mixture is stirred at 0° to 2° C. for 1.5 hour. After distilling off... Reactants: bis(triphenylphosphine)PdCl2, ClC=1C=NC=C(C1CC1=NN=CC2=C(C(=CC=C12)OC)OS(=O)(=O)C(F)(F)F)Cl (Trifluoromethanesulfonic acid 1-(3,5-dichloro-pyridin-4-ylmethyl)-6-methoxy-phthalazin-5-yl ester), C(C)#N (acetonitrile), C(CCC#C)N1CCOCC1 (4-pent-4-ynyl-morpholine), C(C)NCC (diethylamine). The reagents and catalysts are [Cu]I (CuI). Solvent: C(C)(=O)OCC (ethyl acetate), C(C)(=O)OCC (ethyl acetate). Reaction conditions: time 8 hour. Yields the product Cl.Cl.ClC=1C=NC=C(C1CC1=NN=CC2=C(C(=CC=C12)OC)C#CCCCN1CCOCC1)Cl (1-(3,5-Dichloro-pyridin-4-ylmethyl)-6-methoxy-5-(5-morpholin-4-yl-pent-1-ynyl)-phthalazine dihydrochloride). Isolated yield 24.8%. As a reaction SMILES: [Cl:1][C:2]1[CH:3]=[N:4][CH:5]=[C:6]([Cl:29])[C:7]=1[CH2:8][C:9]1[C:18]2[C:13](=[C:14](OS(C(F)(F)F)(=O)=O)[C:15]([O:19][CH3:20])=[CH:16][CH:17]=2)[CH:12]=[N:11][N:10]=1.[CH2:30]([N:35]1[CH2:40][CH2:39][O:38][CH2:37][CH2:36]1)[CH2:31][CH2:32][C:33]#[CH:34].C(NCC)C.C(#N)C>C(OCC)(=O)C.[Cu]I>[ClH:1].[ClH:1].[Cl:1][C:2]1[CH:3]=[N:4][CH:5]=[C:6]([Cl:29])[C:7]=1[CH2:8][C:9]1[C:18]2[C:13](=[C:14]([C:34]#[C:33][CH2:32][CH2:31][CH2:30][N:35]3[CH2:36][CH2:37][O:38][CH2:39][CH2:40]3)[C:15]([O:19][CH3:20])=[CH:16][CH:17]=2)[CH:12]=[N:11][N:10]=1 |f:6.7.8|. Procedure details: Trifluoromethanesulfonic acid 1-(3,5-dichloro-pyridin-4-ylmethyl)-6-methoxy-phthalazin-5-yl ester (0.935 g, 2 mmoles), prepared as described in example 73, 4-pent-4-ynyl-morpholine (0.37 g, 2.4 mmoles), diethylamine (9 ml) and dry acetonitrile (6 ml), then bis(triphenylphosphine)PdCl2 (0.014 g, 0.02 mmole) and CuI (0.004 g, 0.02 mmole) were charged in a flask under N2 and the mixture was stirred at room temperature overnight, brought to dryness, the residue taken up in ethyl acetate and washed w... Reactants: CC1(CC1)C1=CC=C(C=C1)NC(=O)C=1C=NOC1C (N-[4-(1-methylcyclopropyl)phenyl]-5-methylisoxazol-4-yl-carboxamide), NC1=CC=C(C=C1)C1(CC1)C (1-amino-4-(1-methylcyclopropyl)benzene), CC1(CC1)C1=CC=C(C=C1)[N+](=O)[O-] (1-(1-methylcyclopropyl)-4-nitrobenzene). The product is CC(C)(C)C1=CC=C(C=C1)NC(=O)C=1C=NOC1C (N-[4-(1,1-Dimethylethyl)phenyl]-5-methylisoxazol-4-yl-carboxamide). RXN SMILES: [CH3:1][C:2]1([C:5]2[CH:10]=[CH:9][C:8]([NH:11][C:12]([C:14]3[CH:15]=[N:16][O:17][C:18]=3[CH3:19])=[O:13])=[CH:7][CH:6]=2)[CH2:4][CH2:3]1.NC1C=CC(C2(C)CC2)=CC=1.CC1(C2C=CC([N+]([O-])=O)=CC=2)CC1>>[CH3:4][C:2]([C:5]1[CH:6]=[CH:7][C:8]([NH:11][C:12]([C:14]2[CH:15]=[N:16][O:17][C:18]=2[CH3:19])=[O:13])=[CH:9][CH:10]=1)([CH3:1])[CH3:3]. Procedure details: N-[4-(1-methylcyclopropyl)phenyl]-5-methylisoxazol-4-yl-carboxamide, viscous oil (from 1-amino-4-(1-methylcyclopropyl)benzene, b.p. 65°-70° C./0.25 mm Hg, prepared by reduction of 1-(1-methylcyclopropyl)-4-nitrobenzene, Chem.Ber. 106 525-548 (1973)). The reactants are COC1=CC=C(C=C1)C(OCCC(CCNC(OCC1=CC=CC=C1)=O)O)(C1=CC=CC=C1)C1=CC=C(C=C1)OC (Benzyl 5-(bis(4-methoxyphenyl)(phenyl)methoxy)-3-hydroxypentylcarbamate). Reagents/catalysts: [Pd] (Palladium on carbon). The solvent is CO (methanol). Reaction conditions: time 16 hour. The product is NCCC(CCOC(C1=CC=CC=C1)(C1=CC=C(C=C1)OC)C1=CC=C(C=C1)OC)O (1-amino-5-(bis(4-methoxyphenyl)(phenyl)methoxy)pentan-3-ol). As a reaction SMILES: [CH3:1][O:2][C:3]1[CH:8]=[CH:7][C:6]([C:9]([C:34]2[CH:39]=[CH:38][C:37]([O:40][CH3:41])=[CH:36][CH:35]=2)([C:28]2[CH:33]=[CH:32][CH:31]=[CH:30][CH:29]=2)[O:10][CH2:11][CH2:12][CH:13]([OH:27])[CH2:14][CH2:15][NH:16]C(=O)OCC2C=CC=CC=2)=[CH:5][CH:4]=1>CO.[Pd]>[NH2:16][CH2:15][CH2:14][CH:13]([OH:27])[CH2:12][CH2:11][O:10][C:9]([C:34]1[CH:39]=[CH:38][C:37]([O:40][CH3:41])=[CH:36][CH:35]=1)([C:6]1[CH:7]=[CH:8][C:3]([O:2][CH3:1])=[CH:4][CH:5]=1)[C:28]1[CH:29]=[CH:30][CH:31]=[CH:32][CH:33]=1. Procedure: Benzyl 5-(bis(4-methoxyphenyl)(phenyl)methoxy)-3-hydroxypentylcarbamate (15.4 g, 27.7 mmoles) is dissolved in methanol (250 mL) and the solution is poured into a hydrogenation flask. 10% Palladium on carbon (1.5 g, 50% water by weight) is added, and the flask is sealed. The atmosphere in the flask is evacuated using a diaphragm pump, and replaced with dry argon to 10 psi. This cycle of evacuation/argon purging is repeated four more times. The flask is then evacuated once more and filled with hyd...